Dataset: the Open Reaction Database (ORD), a public repository of structured organic reaction records. Task: describe an organic reaction: reactants, conditions, products, and yield Starting materials: NC1=C(C(C(=C(N1)C)C(=O)OC)C1=C(C(=CC=C1)Cl)Cl)C#N (methyl 6-amino-5-cyano-4-(2,3-dichlorophenyl)-2-methyl-1,4-dihydropyridine-3-carboxylate), C(C)(=O)OC(C)=O (acetic anhydride), C(C)(=O)OC(C)=O (acetic anhydride), C(C)(=O)OC (methyl acetate). The solvent is CO (methanol). Product: C(C)(=O)NC1=C(C(C(=C(N1)C)C(=O)OC)C1=C(C(=CC=C1)Cl)Cl)C#N (Methyl 6-acetamido-5-cyano-4-(2,3-dichlorophenyl)-2-methyl-l,4-dihydropyridine-3-carboxylate). Reaction SMILES: [NH2:1][C:2]1[NH:7][C:6]([CH3:8])=[C:5]([C:9]([O:11][CH3:12])=[O:10])[CH:4]([C:13]2[CH:18]=[CH:17][CH:16]=[C:15]([Cl:19])[C:14]=2[Cl:20])[C:3]=1[C:21]#[N:22].[C:23](OC(=O)C)(=[O:25])[CH3:24].C(OC)(=O)C>CO>[C:23]([NH:1][C:2]1[NH:7][C:6]([CH3:8])=[C:5]([C:9]([O:11][CH3:12])=[O:10])[CH:4]([C:13]2[CH:18]=[CH:17][CH:16]=[C:15]([Cl:19])[C:14]=2[Cl:20])[C:3]=1[C:21]#[N:22])(=[O:25])[CH3:24]. Reported procedure: 6.7 g (20 mmol) of methyl 6-amino-5-cyano-4-(2,3-dichlorophenyl)-2-methyl-1,4-dihydropyridine-3-carboxylate and 33.5 ml (350 mmol) of acetic anhydride are heated under reflux for 30 minutes. Excess acetic anhydride is then converted into methyl acetate by addition of methanol at 25° C., while stirring. The reaction solution is evaporated in vacuo and toluene is then shipped off from the residue twice in vacuo. The residue is then boiled up with 50 ml of toluene. The crystals which have separated... The reactants are C(C(C)(C)C)(=O)Cl (Pivaloyl chloride), OC1=C(C(=O)OC)C=CC=C1C (methyl 2-hydroxy-3-methylbenzoate). The reagents and catalysts are CN(C1=CC=NC=C1)C (4-dimethylaminopyridine). The solvent is ClCCl (dichloromethane). Conditions: time 2 hour. Product: CC=1C(=C(C(=O)OC)C=CC1)C(C(C)(C)C)=O (Methyl 3-methyl-2-(2,2-dimethylpropanoyl)benzoate). RXN SMILES: [C:1](Cl)(=[O:6])[C:2]([CH3:5])([CH3:4])[CH3:3].O[C:9]1[C:18]([CH3:19])=[CH:17][CH:16]=[CH:15][C:10]=1[C:11]([O:13][CH3:14])=[O:12]>CN(C)C1C=CN=CC=1.ClCCl>[CH3:19][C:18]1[C:9]([C:1](=[O:6])[C:2]([CH3:5])([CH3:4])[CH3:3])=[C:10]([CH:15]=[CH:16][CH:17]=1)[C:11]([O:13][CH3:14])=[O:12]. Procedure: Pivaloyl chloride is added dropwise at 10°-15° C. to a stirred mixture of methyl 2-hydroxy-3-methylbenzoate and 4-dimethylaminopyridine in 25 ml of dichloromethane. After 2 hours at room temperature, the reaction is quenched with 200 ml of water. The organic layer is washed with 5% sodium bicarbonate, dried on anhydrous sodium sulfate and evaporated in vacuo. The product is purified by flash chromatography on silica gel.